Dataset: the Open Reaction Database (ORD), a public repository of structured organic reaction records. Task: describe an organic reaction: reactants, conditions, products, and yield Yields the product ClC1(N(CCNCCNCCNCCNC1)Cl)C.[Mn+2] (Manganese(II)dichloro(2-Methyl-1,4,7,10,13-pentaazacyclopentadecane)). Procedure: A solution of 2-methyl-1,4,7,10,13-pentaazacyclopentadecane prepared as in Example 2E (1.2 g, 5.3 mmole) and anhydrous manganese(II) chloride (0.67 g, 5.3 mmole) in anhydrous methanol (60 ml) was refluxed under a dry nitrogen atmosphere for 2 h. A small amount of suspended solid was removed by filtration and the solvent was removed in vacuo. The residue was recrystallized from ethanol-ethyl ether to give 0.81 g (43% yield) of the product as a white solid: FAB mass spectrum (NBA) m/z (relative in... Yield: 43.0%. Solvent: CO (methanol). The reactants are CC1NCCNCCNCCNCCNC1 (2-methyl-1,4,7,10,13-pentaazacyclopentadecane), Example 2E, [Cl-].[Mn+2].[Cl-] (manganese(II) chloride). RXN SMILES: [CH3:1][CH:2]1[CH2:16][NH:15][CH2:14][CH2:13][NH:12][CH2:11][CH2:10][NH:9][CH2:8][CH2:7][NH:6][CH2:5][CH2:4][NH:3]1.[Cl-:17].[Mn+2:18].[Cl-:19]>CO>[Cl:17][C:2]1([CH3:1])[CH2:16][NH:15][CH2:14][CH2:13][NH:12][CH2:11][CH2:10][NH:9][CH2:8][CH2:7][NH:6][CH2:5][CH2:4][N:3]1[Cl:19].[Mn+2:18] |f:1.2.3,5.6|. Reactants: CC=1C=C(C=CC1)N1N=C(N=N1)C(C)O (1-[2-(3-methylphenyl)-2H-tetrazol-5-yl]ethanol), C(C)(=O)OC=C (Vinyl acetate). Run in C1(=CC=CC=C1)C (toluene). Product: C(C)(=O)O[C@H](C)C=1N=NN(N1)C1=CC(=CC=C1)C ((1R)-1-[2-(3-Methylphenyl)-2H-tetrazol-5-yl]ethyl acetate). The yield is 42.3%. As a reaction SMILES: [CH3:1][C:2]1[CH:3]=[C:4]([N:8]2[N:12]=[N:11][C:10]([CH:13]([OH:15])[CH3:14])=[N:9]2)[CH:5]=[CH:6][CH:7]=1.[C:16](OC=C)(=[O:18])[CH3:17]>C1(C)C=CC=CC=1>[C:16]([O:15][C@@H:13]([C:10]1[N:11]=[N:12][N:8]([C:4]2[CH:5]=[CH:6][CH:7]=[C:2]([CH3:1])[CH:3]=2)[N:9]=1)[CH3:14])(=[O:18])[CH3:17]. Procedure details: A mixture of 1-[2-(3-methylphenyl)-2H-tetrazol-5-yl]ethanol (93 g, 460 mmol) and Novozyme 435® (10 g) in dry toluene (4800 mL) was stirred slowly. Vinyl acetate (39.2 g, 460 mmol) was added and the mixture was stirred at room temperature for 5 hours. Novozyme 435® was filtrated and washed with toluene (100 mL). The filtrate was concentrated and purified on silica using petroleum ether/ethyl acetate (6:1) as eluent giving the title product (47.92 g, 42%). Starting materials: S1C(=CC=C1)CCO (2-thiopheneethanol), BrCCCCCCCCC (1-bromononane), [H-].[Na+] (sodium hydride), O1CCCC1 (tetrahydrofuran). Run in ClCCl (dichloromethane), O (water). Run at temperature 0 celsius, time 20 minute. The product is C(CCCCCCCC)OCCC=1SC=CC1 (2-(2-nonyloxyethyl)thiophene). Yield: 60.3%. Reaction SMILES: [S:1]1[CH:5]=[CH:4][CH:3]=[C:2]1[CH2:6][CH2:7][OH:8].[H-].[Na+].O1CCCC1.Br[CH2:17][CH2:18][CH2:19][CH2:20][CH2:21][CH2:22][CH2:23][CH2:24][CH3:25]>ClCCl.O>[CH2:17]([O:8][CH2:7][CH2:6][C:2]1[S:1][CH:5]=[CH:4][CH:3]=1)[CH2:18][CH2:19][CH2:20][CH2:21][CH2:22][CH2:23][CH2:24][CH3:25] |f:1.2|. Reported procedure: 17 g of 2-thiopheneethanol was cooled to 0° C., and to this, a suspension formed by adding 7.1 g of sodium hydride (60% in oil) to 110 ml of tetrahydrofuran was added dropwise. The solution was stirred at 0° C. for 20 minutes under a nitrogen atmosphere, and to this, 27 g of 1-bromononane was added dropwise. The resulting solution was heated to 90° C. and stirred for 8 hours. 100 ml of water and 100 ml of dichloromethane were added to the reaction solution to separate the organic layer. The orga...